From a dataset of the Open Reaction Database (ORD), a public repository of structured organic reaction records. describe an organic reaction: reactants, conditions, products, and yield The reactants are C(C)(C)(C)OC(=O)N1CCC(CC1)NCC1=NC=C(C=C1C)C (4-[(3,5-Dimethyl-pyridin-2-ylmethyl)-amino]-piperidine-1-carboxylic acid tert-butyl ester), ClC1=CC=C(C=C1)C(C)(C)C=1C(=NC=CC1)C=O (3-[1-(4-Chloro-phenyl)-1-methyl-ethyl]-pyridine-2-carbaldehyde), [BH-](OC(=O)C)(OC(=O)C)OC(=O)C.[Na+] (NaBH(OAc)3). The solvent is C(Cl)Cl (CH2Cl2). Yields the product C(C)(C)(C)OC(=O)N1CCC(CC1)N(CC1=NC=C(C=C1C)C)CC1=NC=CC=C1C(C)(C)C1=CC=C(C=C1)Cl (4-[{3-[1-(4-Chloro-phenyl)-1-methyl-ethyl]-pyridin-2-ylmethyl}-(3,5-dimethyl-pyridin-2-ylmethyl)-amino]-piperidine-1-carboxylic acid tert-butyl ester). RXN SMILES: [C:1]([O:5][C:6]([N:8]1[CH2:13][CH2:12][CH:11]([NH:14][CH2:15][C:16]2[C:21]([CH3:22])=[CH:20][C:19]([CH3:23])=[CH:18][N:17]=2)[CH2:10][CH2:9]1)=[O:7])([CH3:4])([CH3:3])[CH3:2].[Cl:24][C:25]1[CH:30]=[CH:29][C:28]([C:31]([C:34]2[C:35]([CH:40]=O)=[N:36][CH:37]=[CH:38][CH:39]=2)([CH3:33])[CH3:32])=[CH:27][CH:26]=1.[BH-](OC(C)=O)(OC(C)=O)OC(C)=O.[Na+]>C(Cl)Cl>[C:1]([O:5][C:6]([N:8]1[CH2:13][CH2:12][CH:11]([N:14]([CH2:40][C:35]2[C:34]([C:31]([C:28]3[CH:27]=[CH:26][C:25]([Cl:24])=[CH:30][CH:29]=3)([CH3:33])[CH3:32])=[CH:39][CH:38]=[CH:37][N:36]=2)[CH2:15][C:16]2[C:21]([CH3:22])=[CH:20][C:19]([CH3:23])=[CH:18][N:17]=2)[CH2:10][CH2:9]1)=[O:7])([CH3:4])([CH3:3])[CH3:2] |f:2.3|. Procedure: Using General Procedure B: Reaction of 4-[(3,5-Dimethyl-pyridin-2-ylmethyl)-amino]-piperidine-1-carboxylic acid tert-butyl ester and 3-[1-(4-Chloro-phenyl)-1-methyl-ethyl]-pyridine-2-carbaldehyde with NaBH(OAc)3 in CH2Cl2 gave 4-[{3-[1-(4-Chloro-phenyl)-1-methyl-ethyl]-pyridin-2-ylmethyl}-(3,5-dimethyl-pyridin-2-ylmethyl)-amino]-piperidine-1-carboxylic acid tert-butyl ester as a white solid. Deprotection with TFA using General Procedure F gave {3-[1-(4-Chloro-phenyl)-1-methyl-ethyl]-pyridin-2-yl... Reactants: CC(C)(C)[Si](C)(C)Cl, CN(C)C=O, O, C#CCCO, c1c[nH]cn1. Yields the product C#CCCO[Si](C)(C)C(C)(C)C. As a reaction SMILES: [C:11]([CH3:12])([CH3:13])([CH3:14])[Si:15]([CH3:16])([CH3:17])[Cl:18].[O:19]=[CH:20][N:21]([CH3:22])[CH3:23].[OH2:24].[OH:1][CH2:2][CH2:3][C:4]#[CH:5].[nH:6]1[cH:7][cH:8][n:9][cH:10]1>>[O:1]([CH2:2][CH2:3][C:4]#[CH:5])[Si:15]([C:11]([CH3:12])([CH3:13])[CH3:14])([CH3:16])[CH3:17]. Reactants: C(C)OC(=O)C1=CN=C(S1)C#CC1=CC=CC=C1 (2-phenylethynyl-thiazole-5-carboxylic acid ethyl ester), [OH-].[Li+] (lithium hydroxide), O1CCCC1 (tetrahydrofuran). The solvent is O (water). The product is C1(=CC=CC=C1)C#CC=1SC(=CN1)C(=O)O (2-phenylethynyl-thiazole-5-carboxylic acid). The yield is 97.1%. As a reaction SMILES: C([O:3][C:4]([C:6]1[S:10][C:9]([C:11]#[C:12][C:13]2[CH:18]=[CH:17][CH:16]=[CH:15][CH:14]=2)=[N:8][CH:7]=1)=[O:5])C.[OH-].[Li+].O1CCCC1>O>[C:13]1([C:12]#[C:11][C:9]2[S:10][C:6]([C:4]([OH:5])=[O:3])=[CH:7][N:8]=2)[CH:18]=[CH:17][CH:16]=[CH:15][CH:14]=1 |f:1.2|. Procedure details: A solution of 2-phenylethynyl-thiazole-5-carboxylic acid ethyl ester (9.00 g, 35.0 mmol), lithium hydroxide (13.5 g, 563 mmol), tetrahydrofuran (190 mL) and water (143 mL) was stirred at 25° C. for 64 h. The material was concentrated to remove most of the THF, taken up in 350 mL of water and washed with EtOAc (3×50 mL); acidified with 3.7% HCl to pH<1 and the precipitate extracted with 3×100 mL of EtOAc. The combined EtOAc extracts were washed with 50 mL of water, 50 mL of brine, dried (Na2SO4) ... The reactants are CCOC(=O)c1ccc2c(c1)CC(C)(C)C(c1cccc(-c3ccc(C(=O)NC(C)(C)C)cc3)c1)N2, CO, Cl, [Na+], C1CCOC1, [OH-], O. Yields the product CC(C)(C)NC(=O)c1ccc(-c2cccc(C3Nc4ccc(C(=O)O)cc4CC3(C)C)c2)cc1. As a reaction SMILES: [CH2:1]([CH3:2])[O:3][C:4](=[O:5])[c:6]1[cH:7][c:8]2[c:13]([cH:14][cH:15]1)[NH:12][CH:11]([c:16]1[cH:17][c:18](-[c:22]3[cH:23][cH:24][c:25]([C:28]([NH:29][C:30]([CH3:31])([CH3:32])[CH3:33])=[O:34])[cH:26][cH:27]3)[cH:19][cH:20][cH:21]1)[C:10]([CH3:35])([CH3:36])[CH2:9]2.[CH3:40][OH:41].[ClH:39].[Na+:38].[O:42]1[CH2:43][CH2:44][CH2:45][CH2:46]1.[OH-:37].[OH2:47]>>[O:3]=[C:4]([OH:5])[c:6]1[cH:7][c:8]2[c:13]([cH:14][cH:15]1)[NH:12][CH:11]([c:16]1[cH:17][c:18](-[c:22]3[cH:23][cH:24][c:25]([C:28]([NH:29][C:30]([CH3:31])([CH3:32])[CH3:33])=[O:34])[cH:26][cH:27]3)[cH:19][cH:20][cH:21]1)[C:10]([CH3:35])([CH3:36])[CH2:9]2. Reactants: NS(=O)(=O)c1cc2cc(CCBr)ccc2s1, [N-]=[N+]=[N-], [Na+], CN(C)C=O, O. Yields the product [N-]=[N+]=NCCc1ccc2sc(S(N)(=O)=O)cc2c1. Reaction SMILES: [Br:1][CH2:2][CH2:3][c:4]1[cH:5][c:6]2[c:7]([s:8][c:9]([S:11]([NH2:12])(=[O:13])=[O:14])[cH:10]2)[cH:15][cH:16]1.[N-:17]=[N+:18]=[N-:19].[Na+:20].[O:21]=[CH:22][N:23]([CH3:24])[CH3:25].[OH2:26]>>[CH2:2]([CH2:3][c:4]1[cH:5][c:6]2[c:7]([s:8][c:9]([S:11]([NH2:12])(=[O:13])=[O:14])[cH:10]2)[cH:15][cH:16]1)[N:17]=[N+:18]=[N-:19].